This data is from the Open Reaction Database (ORD), a public repository of structured organic reaction records. The task is: describe an organic reaction: reactants, conditions, products, and yield The reactants are NC1(CC1)C(=O)O (1-aminocyclopropanecarboxylic acid), CO (methanol), S(=O)(Cl)Cl (thionyl chloride). Conditions: time 4 hour. Yields the product Cl.COC(=O)C1(CC1)N (methyl-1-aminocyclopropanecarboxylate hydrochloride). Yield: 98.0%. RXN SMILES: [NH2:1][C:2]1([C:5]([OH:7])=[O:6])[CH2:4][CH2:3]1.S(Cl)([Cl:10])=O.[CH3:12]O>>[ClH:10].[CH3:12][O:6][C:5]([C:2]1([NH2:1])[CH2:4][CH2:3]1)=[O:7] |f:3.4|. Procedure: 1-aminocyclopropanecarboxylic acid (1.46 g, 14.45 mmol) and methanol (50 ml) were charged. An ice bath was set and thionyl chloride (2.6 ml, 36.12 mmol) was slowly added thereto. Then, the ice bath was removed, and the mixture was stirred at room temperature for 4 hours. The resultant product was vacuum-distilled to remove a solvent, and dried in a 60° C. oven so as to obtain methyl-1-aminocyclopropanecarboxylate hydrochloride (2.08 g, 13.72 mmol, 98%). Reactants: BrCC1CCCCO1, ClCc1ccc(Cl)s1, O=C1Nc2c(C(F)(F)F)cccc2C12COc1cc3c(cc12)OCO3. Reaction SMILES: [Br:9][CH2:10][CH:11]1[CH2:12][CH2:13][CH2:14][CH2:15][O:16]1.[Cl:1][c:2]1[s:3][c:4]([CH2:7][Cl:8])[cH:5][cH:6]1.[F:17][C:18]([c:19]1[cH:20][cH:21][cH:22][c:23]2[c:24]1[NH:25][C:26](=[O:39])[C:27]21[CH2:28][O:29][c:30]2[c:31]1[cH:32][c:33]1[c:34]([cH:38]2)[O:35][CH2:36][O:37]1)([F:40])[F:41]>>[Cl:1][c:2]1[s:3][c:4]([CH2:7][N:25]2[c:24]3[c:19]([C:18]([F:17])([F:40])[F:41])[cH:20][cH:21][cH:22][c:23]3[C:27]3([C:26]2=[O:39])[CH2:28][O:29][c:30]2[c:31]3[cH:32][c:33]3[c:34]([cH:38]2)[O:35][CH2:36][O:37]3)[cH:5][cH:6]1. Yields the product O=C1N(Cc2ccc(Cl)s2)c2c(C(F)(F)F)cccc2C12COc1cc3c(cc12)OCO3. Reactants: solids, 40, C(CCC)O (n-butanol), C(C)C(C(=O)OOOC(C)(C)C)CCCC (t-butylperoxy 2-ethylhexanoate), C(CCC)O (n-butanol), 65.7, C(C=C)(=O)OCC (ethyl acrylate), C(C(=C)C)(=O)OC1CCCCC1 (cyclohexyl methacrylate), C(C=C)(=O)O (acrylic acid), C(C)C(C(=O)OOOC(C)(C)C)CCCC (t-butylperoxy 2-ethylhexanoate). Run in C=1(C(=CC=CC1)C)C (xylene), C=1(C(=CC=CC1)C)C (xylene). Run at temperature 100 celsius, time 30 minute. Yields the product CC(C)C1=CC2=CCC3C(C2CC1)(CCCC3(C)C(=O)O)C (resin acid), 150. RXN SMILES: [C:1]([O:5]CC)(=[O:4])[CH:2]=[CH2:3].C(O[CH:14]1[CH2:19][CH2:18][CH2:17][CH2:16][CH2:15]1)(=O)C(C)=C.[C:20](O)(=O)[CH:21]=[CH2:22].[CH2:25]([CH:27]([CH2:37][CH2:38][CH2:39][CH3:40])C(OOOC(C)(C)C)=O)[CH3:26].[CH2:41](O)CCC>C1(C)C(C)=CC=CC=1>[CH3:20][CH:21]([C:14]1[CH2:15][CH2:16][CH:17]2[C:18](=[CH:40][CH2:39][CH:38]3[C:2]([C:1]([OH:5])=[O:4])([CH3:3])[CH2:26][CH2:25][CH2:27][C:37]32[CH3:41])[CH:19]=1)[CH3:22]. Procedure details: A mixture of 40 parts of xylene and 40 parts of n-butanol was heated to 100° C. in the same flask as used in Production Example 1. To this was added dropwise a mixture of 65.7 parts of ethyl acrylate, 15 parts of cyclohexyl methacrylate, 19.3 parts of acrylic acid and 2 parts of t-butylperoxy 2-ethylhexanoate at a constant rate over 3 hours. After the addition, the mixture was kept at the same temperature for 30 minutes. Then a solution of 0.2 parts of t-butylperoxy 2-ethylhexanoate in 10 parts ... The reactants are C1CCOC1, CCOC(C)=O, CCO, Cc1ccc([N+](=O)[O-])cc1CC(=O)OCc1ccccc1, [Cl-], [NH4+], [Zn]. Product: Cc1ccc(N)cc1CC(=O)OCc1ccccc1. RXN SMILES: [CH2:1]1[O:2][CH2:3][CH2:4][CH2:5]1.[CH3:32][CH2:33][O:34][C:35](=[O:36])[CH3:37].[CH3:6][CH2:7][OH:8].[CH3:9][c:10]1[c:11]([CH2:19][C:20](=[O:21])[O:22][CH2:23][c:24]2[cH:25][cH:26][cH:27][cH:28][cH:29]2)[cH:12][c:13]([N+:16]([O-:17])=[O:18])[cH:14][cH:15]1.[Cl-:30].[NH4+:31].[Zn:38]>>[CH3:9][c:10]1[c:11]([CH2:19][C:20](=[O:21])[O:22][CH2:23][c:24]2[cH:25][cH:26][cH:27][cH:28][cH:29]2)[cH:12][c:13]([NH2:16])[cH:14][cH:15]1. Product: C(C)N1C(=NC2=C1C=CC(=C2)C(N)=O)C (1-ethyl-2-methyl-5-carbamyl-benzimidazole). Procedure: A mixture of III (125 g - 0.6 mole), acetic anhydride (214 g - 2.1 moles), Raney Nickel (1.2 ml) and acetic acid (36 g - 0.6 mole) was hydrogenated at 80° C and a pressure of 100 to 30 atm. Reaction time: 5 hours. After cooling, the catalyst was filtered, the filtrate was concentrated by normal pressure until 135 ml of distillate were collected. 150 ml of H2SO4 6N were added to the residue. The reaction was very exothermic. The solution was refluxed with active carbon for 15 min. and filtered. T... The reactants are [N+](=O)([O-])C=1C=C(C(=O)N)C=CC1NCC (3-nitro-4-(N-ethylamino)-benzamide), C(C)(=O)OC(C)=O (acetic anhydride). Solvent: C(C)(=O)O (acetic acid). The reagents and catalysts are [Ni] (Raney Nickel). Reaction SMILES: [N+:1]([C:4]1[CH:5]=[C:6]([CH:10]=[CH:11][C:12]=1[NH:13][CH2:14][CH3:15])[C:7]([NH2:9])=[O:8])([O-])=O.[C:16](OC(=O)C)(=O)[CH3:17]>[Ni].C(O)(=O)C>[CH2:14]([N:13]1[C:12]2[CH:11]=[CH:10][C:6]([C:7](=[O:8])[NH2:9])=[CH:5][C:4]=2[N:1]=[C:16]1[CH3:17])[CH3:15]. Starting materials: C(C1=CC=CC=C1)C=1N=C(SC1)C1=CC(=C(C=C1)NC(C(F)(F)F)=O)Br (4-(4-Benzyl-1,3-thiazol-2-yl)-2-bromo-1-trifluoroacetylaminobenzene), C(C1=CC=CC=C1)OC(=O)N1[C@H](CCC1)C=CCO ((R)-1-(N-benzyloxycarbonylpyrrolidin-2-yl)-3-hydroxypropene). Product: C(C1=CC=CC=C1)OC(=O)N1[C@H](CCC1)C=CCN(C(C(F)(F)F)=O)C1=C(C=C(C=C1)C=1SC=C(N1)CC1=CC=CC=C1)Br ((R)-1-(N-Benzyloxycarbonylpyrrolidin-2-yl)-3-(N-(2-bromo-4-(4-benzyl-1.3-thiazol-2-yl)phenyl)-N-trifluoroacetylamino)propene). Yield: 97.0%. Reaction SMILES: [CH2:1]([C:8]1[N:9]=[C:10]([C:13]2[CH:18]=[CH:17][C:16]([NH:19][C:20](=[O:25])[C:21]([F:24])([F:23])[F:22])=[C:15]([Br:26])[CH:14]=2)[S:11][CH:12]=1)[C:2]1[CH:7]=[CH:6][CH:5]=[CH:4][CH:3]=1.[CH2:27]([O:34][C:35]([N:37]1[CH2:41][CH2:40][CH2:39][C@@H:38]1[CH:42]=[CH:43][CH2:44]O)=[O:36])[C:28]1[CH:33]=[CH:32][CH:31]=[CH:30][CH:29]=1>>[CH2:27]([O:34][C:35]([N:37]1[CH2:41][CH2:40][CH2:39][C@@H:38]1[CH:42]=[CH:43][CH2:44][N:19]([C:16]1[CH:17]=[CH:18][C:13]([C:10]2[S:11][CH:12]=[C:8]([CH2:1][C:2]3[CH:3]=[CH:4][CH:5]=[CH:6][CH:7]=3)[N:9]=2)=[CH:14][C:15]=1[Br:26])[C:20](=[O:25])[C:21]([F:22])([F:23])[F:24])=[O:36])[C:28]1[CH:29]=[CH:30][CH:31]=[CH:32][CH:33]=1. Procedure: 4-(4-Benzyl-1,3-thiazol-2-yl)-2-bromo-1-trifluoroacetylaminobenzene and (R)-1-(N-benzyloxycarbonylpyrrolidin-2-yl)-3-hydroxypropene were used. Chromatography using elution with a 1-5% either gradient in methylene chloride afforded the title compound (97%) as a white foam: FAB LRMS (m/z, relative intensity) 686 (MH2+, 100), 685 (MH+, 60), 684 (M+, 90), 640 (23), 578 (15), 441 (17), 371 (20); FAB HRMS calculated for [C33H29BrF3N3O3S·H]+ [with 78Br and 32S] 664.1145, found 684.1157. Reactants: O (water), COC(CC1=CC=C(C=C1)OCC1=NC2=CC=CC=C2C=C1)=O (4-(2-quinolylmethoxy)phenylacetic acid methyl ester), C1(CCCC1)Br (cyclopentyl bromide), [H-].[Na+] (sodium hydride). Run in CN(C)C=O (DMF). Reaction conditions: time 1 hour. Yields the product COC(C(C1=CC=C(C=C1)OCC1=NC2=CC=CC=C2C=C1)C1CCCC1)=O (2-cyclopentyl-2-(4-(2-quinolylmethoxy)phenyl)acetic acid methyl ester). Isolated yield 70.8%. RXN SMILES: [CH3:1][O:2][C:3](=[O:23])[CH2:4][C:5]1[CH:10]=[CH:9][C:8]([O:11][CH2:12][C:13]2[CH:22]=[CH:21][C:20]3[C:15](=[CH:16][CH:17]=[CH:18][CH:19]=3)[N:14]=2)=[CH:7][CH:6]=1.[H-].[Na+].[CH:26]1(Br)[CH2:30][CH2:29][CH2:28][CH2:27]1.O>CN(C=O)C>[CH3:1][O:2][C:3](=[O:23])[CH:4]([CH:26]1[CH2:30][CH2:29][CH2:28][CH2:27]1)[C:5]1[CH:6]=[CH:7][C:8]([O:11][CH2:12][C:13]2[CH:22]=[CH:21][C:20]3[C:15](=[CH:16][CH:17]=[CH:18][CH:19]=3)[N:14]=2)=[CH:9][CH:10]=1 |f:1.2|. Procedure details: To a mixture of 4-(2-quinolylmethoxy)phenylacetic acid methyl ester (6.36 g; 20.7 mmol) in DMF (10 ml) at 0° C. was added in portions sodium hydride (60% dispersion in mineral oil) (840 mg; 21 mmol). The mixture was stirred at room temperature for 1 hour. It was then recooled to 0° C. and cyclopentyl bromide (2.38 ml, 22.0 mmol) was added dropwise. The resulting mixture was stirred at room temperature for 18 hours, and was then poured into water (50 ml). The product was extracted with ethyl acet... Reactants: CC1(C)C(=O)NC(=O)N1c1nc2c(s1)CCOc1cc(Br)ccc1-2, CC(C)(O)Cn1cc(B2OC(C)(C)C(C)(C)O2)cn1, CS(C)=O. Yields the product CC(C)(O)Cn1cc(-c2ccc3c(c2)OCCc2sc(N4C(=O)NC(=O)C4(C)C)nc2-3)cn1. Reaction SMILES: [Br:1][c:2]1[cH:3][cH:4][c:5]2[c:6]([cH:24]1)[O:7][CH2:8][CH2:9][c:10]1[c:11]-2[n:12][c:13]([N:15]2[C:16](=[O:23])[NH:17][C:18](=[O:22])[C:19]2([CH3:20])[CH3:21])[s:14]1.[CH3:25][C:26]([CH2:27][n:28]1[n:29][cH:30][c:31]([B:33]2[O:34][C:35]([CH3:36])([CH3:37])[C:38]([CH3:39])([CH3:40])[O:41]2)[cH:32]1)([CH3:42])[OH:43].[CH3:44][S:45]([CH3:46])=[O:47]>>[c:2]1(-[c:31]2[cH:30][n:29][n:28]([CH2:27][C:26]([CH3:25])([CH3:42])[OH:43])[cH:32]2)[cH:3][cH:4][c:5]2[c:6]([cH:24]1)[O:7][CH2:8][CH2:9][c:10]1[c:11]-2[n:12][c:13]([N:15]2[C:16](=[O:23])[NH:17][C:18](=[O:22])[C:19]2([CH3:20])[CH3:21])[s:14]1. Reactants: [H-].[Na+] (Sodium hydride), ClC1=CC=C(OC2=CC=C(C(=O)C3=CC(=C(C=C3)OC)OC)C=C2)C=C1 (4-(4-chlorophenoxy)-3',4'-dimethoxy benzophenone), C(C)(=O)N1CCOCC1 (acetyl morpholine), C(C)(C)(CC)O (tert.-amyl alcohol). The solvent is C1(=CC=CC=C1)C (toluene). Conditions: temperature 100 celsius. Yields the product ClC1=CC=C(OC2=CC=C(C=C2)C(=CC(=O)N2CCOCC2)C2=CC(=C(C=C2)OC)OC)C=C1 (3-[4-(4-Chlorophenoxy)phenyl]-3-(3,4-dimethoxyphenyl)acrylic acid morpholide). RXN SMILES: [H-].[Na+].C(O)(CC)(C)C.[Cl:9][C:10]1[CH:34]=[CH:33][C:13]([O:14][C:15]2[CH:32]=[CH:31][C:18]([C:19]([C:21]3[CH:26]=[CH:25][C:24]([O:27][CH3:28])=[C:23]([O:29][CH3:30])[CH:22]=3)=O)=[CH:17][CH:16]=2)=[CH:12][CH:11]=1.[C:35]([N:38]1[CH2:43][CH2:42][O:41][CH2:40][CH2:39]1)(=[O:37])[CH3:36]>C1(C)C=CC=CC=1>[Cl:9][C:10]1[CH:34]=[CH:33][C:13]([O:14][C:15]2[CH:32]=[CH:31][C:18]([C:19]([C:21]3[CH:26]=[CH:25][C:24]([O:27][CH3:28])=[C:23]([O:29][CH3:30])[CH:22]=3)=[CH:36][C:35]([N:38]3[CH2:43][CH2:42][O:41][CH2:40][CH2:39]3)=[O:37])=[CH:17][CH:16]=2)=[CH:12][CH:11]=1 |f:0.1|. Reported procedure: Sodium hydride (with 20% of paraffin oil; 2.25 g, 75 mmol) was stirred under reflux with absolute toluene (50 ml) and tert.-amyl alcohol (7.25 g, 82.5 mmol) was added dropwise within 30 minutes. When the solution had cooled to 100° C., 4-(4-chlorophenoxy)-3',4'-dimethoxy benzophenone (9.22 g, 25 mmol) and acetyl morpholine (16.17 g, 125 mmol) were added and the mixture was stirred under reflux for 8 hours.